Task: describe an organic reaction: reactants, conditions, products, and yield. Dataset: the Open Reaction Database (ORD), a public repository of structured organic reaction records Starting materials: C(#N)C=1C=C(C=CC1)O (3-cyanophenol), ClS(=O)(=O)N=C=O (chlorosulfonyl isocyanate), C1(=CC=CC=C1)CC#N (benzene-acetonitrile). Run in C1(=CC=CC=C1)C (toluene). Product: C(#N)C=1C=C(C=CC1)OS(N)(=O)=O (Sulfamic acid 3-cyanophenyl ester). Isolated yield 85.0%. RXN SMILES: [C:1]([C:3]1[CH:4]=[C:5]([OH:9])[CH:6]=[CH:7][CH:8]=1)#[N:2].Cl[S:11]([N:14]=C=O)(=[O:13])=[O:12].C1(CC#N)C=CC=CC=1>C1(C)C=CC=CC=1>[C:1]([C:3]1[CH:4]=[C:5]([O:9][S:11](=[O:13])(=[O:12])[NH2:14])[CH:6]=[CH:7][CH:8]=1)#[N:2]. Procedure: Using the procedure described in Example 84, the title compound was prepared in 85% yield from 10.3 g (0.086 mole) of 3-cyanophenol and 8.3 ml (0.086 mole) of chlorosulfonyl isocyanate in 75 ml of toluene as a white solid, mp 101°-104° C. (benzene-acetonitrile). Reported procedure: 3-Bromoimidazo[1,2-a]pyrimidine-7-carboxylic acid methyl ester was coupled with 3′-(4,4,5,5-tetramethyl-[1,3,2]dioxaborolan-2-yl)biphenyl-2-carbonitrile as described in Example 1 to give 3-(2′-cyanobiphenyl-3-yl)-imidazo[1,2-a]pyrimidine-7-carboxylic acid methyl ester as a pale yellow powder: δH (400 MHz, CDCl3) 4.07 (3H, s), 7.50-7.54 (1H, m), 7.58-7.76 (6H, m), 7.81-7.84 (2H, m), 8.18 (1H, s), 9.10 (1H, d, J 7); m/z (ES+) 355 (M++H). The reactants are COC(=O)C1=NC=2N(C=C1)C(=CN2)Br (3-Bromoimidazo[1,2-a]pyrimidine-7-carboxylic acid methyl ester), CC1(OB(OC1(C)C)C=1C=C(C=CC1)C=1C(=CC=CC1)C#N)C (3′-(4,4,5,5-tetramethyl-[1,3,2]dioxaborolan-2-yl)biphenyl-2-carbonitrile). Reaction SMILES: [CH3:1][O:2][C:3]([C:5]1[CH:10]=[CH:9][N:8]2[C:11](Br)=[CH:12][N:13]=[C:7]2[N:6]=1)=[O:4].CC1(C)C(C)(C)OB([C:23]2[CH:24]=[C:25]([C:29]3[C:30]([C:35]#[N:36])=[CH:31][CH:32]=[CH:33][CH:34]=3)[CH:26]=[CH:27][CH:28]=2)O1>>[CH3:1][O:2][C:3]([C:5]1[CH:10]=[CH:9][N:8]2[C:11]([C:27]3[CH:26]=[C:25]([C:29]4[CH:34]=[CH:33][CH:32]=[CH:31][C:30]=4[C:35]#[N:36])[CH:24]=[CH:23][CH:28]=3)=[CH:12][N:13]=[C:7]2[N:6]=1)=[O:4]. Product: COC(=O)C1=NC=2N(C=C1)C(=CN2)C=2C=C(C=CC2)C2=C(C=CC=C2)C#N (3-(2′-cyanobiphenyl-3-yl)-imidazo[1,2-a]pyrimidine-7-carboxylic acid methyl ester).